This data is from the Open Reaction Database (ORD), a public repository of structured organic reaction records. The task is: describe an organic reaction: reactants, conditions, products, and yield The reactants are C(C)(=O)C1=CN(C2=CC=CC=C12)S(=O)(=O)C1=CC=CC=C1 (3-acetyl-N-phenylsulfonyl indole), C(CN)N (ethylenediamine), O (water), [BH4-].[Na+] (sodium borohydride). Solvent: C(C)O (ethanol), O1CCOCC1 (dioxane), CCOCC (ether), C(C)O (ethanol). Reaction conditions: time 3.5 hour. Product: C1(=CC=CC=C1)S(=O)(=O)N1C=C(C2=CC=CC=C12)C1NCCNC1 (1-(phenylsulfonyl)-3-(2-piperazinyl)-1H-indole). The yield is 25.4%. Reaction SMILES: [C:1]([C:4]1[C:12]2[C:7](=[CH:8][CH:9]=[CH:10][CH:11]=2)[N:6]([S:13]([C:16]2[CH:21]=[CH:20][CH:19]=[CH:18][CH:17]=2)(=[O:15])=[O:14])[CH:5]=1)(=O)[CH3:2].[CH2:22]([NH2:25])[CH2:23][NH2:24].[BH4-].[Na+].O>C(O)C.O1CCOCC1.CCOCC>[C:16]1([S:13]([N:6]2[C:7]3[C:12](=[CH:11][CH:10]=[CH:9][CH:8]=3)[C:4]([CH:1]3[CH2:2][NH:25][CH2:22][CH2:23][NH:24]3)=[CH:5]2)(=[O:15])=[O:14])[CH:21]=[CH:20][CH:19]=[CH:18][CH:17]=1 |f:2.3|. Procedure: The 19.1 g of the above indole derivative in 500 ml of ethanol and 200 ml of dioxane was stirred and cocled to 0°-5° C. under argon. A solution of 3.46 g of ethylenediamine in 100 ml of ethanol was added dropwise. The temperature was maintained at 0°-5° C. until solution was complete, then the mixture was stirred at room temperature for 3.5 hours, recooled to 0°-5° C. and 4.37 g of sodium borohydride added. This mixture was stirred for 18 hours, water was added and the mixture evaporated to dryn... Reagents/catalysts: [C-]#N.[Zn+2].[C-]#N (zinc cyanide), C=1C=CC(=CC1)[P](C=2C=CC=CC2)(C=3C=CC=CC3)[Pd]([P](C=4C=CC=CC4)(C=5C=CC=CC5)C=6C=CC=CC6)([P](C=7C=CC=CC7)(C=8C=CC=CC8)C=9C=CC=CC9)[P](C=1C=CC=CC1)(C=1C=CC=CC1)C=1C=CC=CC1 (tetrakis(triphenylphosphine)palladium(0)). Reactants: BrC=1C=C2C(N(C(N(C2=CC1)C1CCOCC1)=O)CC1=CC(=C(C=C1)OC)OC)=O (6-bromo-3-(3,4-dimethoxybenzyl)-1-(tetrahydro-2H-pyran-4-yl)-quinazoline-2,4(1H,3H)-dione), CN(C)C=O (DMF), CCOC(=O)C (EtOAc). As a reaction SMILES: Br[C:2]1[CH:3]=[C:4]2[C:9](=[CH:10][CH:11]=1)[N:8]([CH:12]1[CH2:17][CH2:16][O:15][CH2:14][CH2:13]1)[C:7](=[O:18])[N:6]([CH2:19][C:20]1[CH:25]=[CH:24][C:23]([O:26][CH3:27])=[C:22]([O:28][CH3:29])[CH:21]=1)[C:5]2=[O:30].CCOC(C)=O.[CH3:37][N:38](C=O)C>[C-]#N.[Zn+2].[C-]#N.C1C=CC([P]([Pd]([P](C2C=CC=CC=2)(C2C=CC=CC=2)C2C=CC=CC=2)([P](C2C=CC=CC=2)(C2C=CC=CC=2)C2C=CC=CC=2)[P](C2C=CC=CC=2)(C2C=CC=CC=2)C2C=CC=CC=2)(C2C=CC=CC=2)C2C=CC=CC=2)=CC=1>[CH3:29][O:28][C:22]1[CH:21]=[C:20]([CH:25]=[CH:24][C:23]=1[O:26][CH3:27])[CH2:19][N:6]1[C:5](=[O:30])[C:4]2[C:9](=[CH:10][CH:11]=[C:2]([C:37]#[N:38])[CH:3]=2)[N:8]([CH:12]2[CH2:13][CH2:14][O:15][CH2:16][CH2:17]2)[C:7]1=[O:18] |f:3.4.5,^1:50,52,71,90|. Yields the product COC=1C=C(CN2C(N(C3=CC=C(C=C3C2=O)C#N)C2CCOCC2)=O)C=CC1OC (3-(3,4-dimethoxybenzyl)-2,4-dioxo-1-(tetrahydro-2H-pyran-4-yl)-1,2,3,4-tetrahydroquinazoline-6-carbonitrile). Procedure: A mixture of 1.22 g of 6-bromo-3-(3,4-dimethoxybenzyl)-1-(tetrahydro-2H-pyran-4-yl)-quinazoline-2,4(1H,3H)-dione, 0.3 g of zinc cyanide and 0.089 g of tetrakis(triphenylphosphine)palladium(0) in 10 ml of DMF is irradiated in a microwave field for 3 minutes at 170° C. EtOAc is added and the mixture is washed six times with water. The resulting solution is dried over Na2SO4, filtered and evaporated under reduced pressure. The residue is chromatographed on silica gel, eluting with a DCM/EtOAc mixtu... Reactants: CCN, CC#N, CCOC(=O)c1cnc(Cl)cc1Cl, O. Product: CCNc1cc(Cl)ncc1C(=O)OCC. As a reaction SMILES: [CH3:14][CH2:15][NH2:16].[CH3:18][C:19]#[N:20].[Cl:1][c:2]1[cH:3][c:4]([Cl:13])[n:5][cH:6][c:7]1[C:8](=[O:9])[O:10][CH2:11][CH3:12].[OH2:17]>>[c:2]1([NH:16][CH2:15][CH3:14])[cH:3][c:4]([Cl:13])[n:5][cH:6][c:7]1[C:8](=[O:9])[O:10][CH2:11][CH3:12]. Reactants: [N+](=O)([O-])C=1C=NC2=CC=CC=C2C1S (3-nitro-4-quinoline-thiol), S(=O)(=O)([O-])S(=O)[O-].[Na+].[Na+] (sodium pyrosulfite), C(C)I (ethyl iodide). Solvent: [OH-].[Na+] (sodium hydroxide). Yields the product C(C)SC1=C(C=NC2=CC=CC=C12)[N+](=O)[O-] (4-ethylthio-3-nitro-quinoline). As a reaction SMILES: [N+:1]([C:4]1[CH:5]=[N:6][C:7]2[C:12]([C:13]=1[SH:14])=[CH:11][CH:10]=[CH:9][CH:8]=2)([O-:3])=[O:2].S(S([O-])=O)([O-])(=O)=O.[Na+].[Na+].[CH2:24](I)[CH3:25]>[OH-].[Na+]>[CH2:24]([S:14][C:13]1[C:12]2[C:7](=[CH:8][CH:9]=[CH:10][CH:11]=2)[N:6]=[CH:5][C:4]=1[N+:1]([O-:3])=[O:2])[CH3:25] |f:1.2.3,5.6|. Procedure details: 20.52 g (0.1 mole) of 3-nitro-4-quinoline-thiol are taken up in 150 ml of a molar sodium hydroxide solution. After addition of some sodium pyrosulfite crystals 23.3 g (0.15 mole) of ethyl iodide are added at 60° C. After the reaction has been completed the product formed is extracted with dichloro methane and the extract is evaporated. The 4-ethylthio-3-nitro-quinoline thus obtained (18.6 g) is dissolved in alcohol, an aqueous sodium sulfide solution is added, the reaction mixture is refluxed an... Starting materials: C(C1=CC=CC=C1)C=1C=C2C=C(C=NC2=CC1)C(=O)OCC (ethyl 6-benzylquinoline-3-carboxylate), [OH-].[Na+] (sodium hydroxide). Solvent: C(C)O (ethanol). The product is C(C1=CC=CC=C1)C=1C=C2C=C(C=NC2=CC1)C(=O)O (6-Benzylquinoline-3-Carboxylic Acid). The yield is 65.8%. Reaction SMILES: [CH2:1]([C:8]1[CH:9]=[C:10]2[C:15](=[CH:16][CH:17]=1)[N:14]=[CH:13][C:12]([C:18]([O:20]CC)=[O:19])=[CH:11]2)[C:2]1[CH:7]=[CH:6][CH:5]=[CH:4][CH:3]=1.[OH-].[Na+]>C(O)C>[CH2:1]([C:8]1[CH:9]=[C:10]2[C:15](=[CH:16][CH:17]=1)[N:14]=[CH:13][C:12]([C:18]([OH:20])=[O:19])=[CH:11]2)[C:2]1[CH:3]=[CH:4][CH:5]=[CH:6][CH:7]=1 |f:1.2|. Reported procedure: A solution of ethyl 6-benzylquinoline-3-carboxylate (C, 1.85 g) and 1 N sodium hydroxide solution (7 mL) in ethanol (10 mL) was refluxed for 1.5 hr. After the solvents were removed in vacuo, the residue was diluted with water and washed with ethyl ether. The aqueous layer was acidified with 1 N hydrochloric acid, and the precipitate was collected by filtration to afford the title compound (1.10 g) as a pale yellow powder: mp 203-205° C.; 1H NMR (400 MHz, CD3OD) δ 4.22 (s, 2H), 7.10-7.38 (m, 5H),... Reactants: CC(C)=O, CC(C)O, CCOC(=O)c1sc(Cl)nc1CO, O=[Cr](=O)=O, O, O=S(=O)(O)O. The product is CCOC(=O)c1sc(Cl)nc1C(=O)O. RXN SMILES: [CH3:22][C:23](=[O:24])[CH3:25].[CH:18]([OH:19])([CH3:20])[CH3:21].[Cl:1][c:2]1[s:3][c:4]([C:9](=[O:10])[O:11][CH2:12][CH3:13])[c:5]([CH2:7][OH:8])[n:6]1.[O:14]=[Cr:15](=[O:16])=[O:17].[OH2:31].[S:26](=[O:27])(=[O:28])([OH:29])[OH:30]>>[Cl:1][c:2]1[s:3][c:4]([C:9](=[O:10])[O:11][CH2:12][CH3:13])[c:5]([C:7](=[O:8])[OH:14])[n:6]1.